This data is from the Open Reaction Database (ORD), a public repository of structured organic reaction records. The task is: describe an organic reaction: reactants, conditions, products, and yield The reactants are CC(C)[Si](C(C)C)(C(C)C)n1ccc2c(C(O)C34CCC(N(Cc5ccccc5)C(=O)OC(C)(C)C)(CC3)CC4)c(Cl)cnc21, ClCCl. The product is CC(C)[Si](C(C)C)(C(C)C)n1ccc2c(C(=O)C34CCC(N(Cc5ccccc5)C(=O)OC(C)(C)C)(CC3)CC4)c(Cl)cnc21. Reaction SMILES: [CH2:1]([c:2]1[cH:3][cH:4][cH:5][cH:6][cH:7]1)[N:8]([C:9]([O:10][C:11]([CH3:12])([CH3:13])[CH3:14])=[O:15])[C:16]12[CH2:17][CH2:18][C:19]([CH:24]([OH:25])[c:26]3[c:27]4[c:28]([n:29][cH:30][c:31]3[Cl:32])[n:33]([Si:36]([CH:37]([CH3:38])[CH3:39])([CH:40]([CH3:41])[CH3:42])[CH:43]([CH3:44])[CH3:45])[cH:34][cH:35]4)([CH2:20][CH2:21]1)[CH2:22][CH2:23]2.[Cl:46][CH2:47][Cl:48]>>[CH2:1]([c:2]1[cH:3][cH:4][cH:5][cH:6][cH:7]1)[N:8]([C:9]([O:10][C:11]([CH3:12])([CH3:13])[CH3:14])=[O:15])[C:16]12[CH2:17][CH2:18][C:19]([C:24](=[O:25])[c:26]3[c:27]4[c:28]([n:29][cH:30][c:31]3[Cl:32])[n:33]([Si:36]([CH:37]([CH3:38])[CH3:39])([CH:40]([CH3:41])[CH3:42])[CH:43]([CH3:44])[CH3:45])[cH:34][cH:35]4)([CH2:20][CH2:21]1)[CH2:22][CH2:23]2. Reactants: N(N)C(C(=O)NC1=CC=C(C=C1)[C@@H]1CC[C@H](CC1)CC(=O)OC)=O (methyl [trans-4-(4-{[hydrazino(oxo)acetyl]amino}phenyl)cyclohexyl]acetate), ClC(=O)OCC1=CC=CC=C1 (benzyl chloroformate). Solvent: N1=CC=CC=C1 (pyridine). Reaction conditions: time 18 hour. The product is C(C1=CC=CC=C1)OC(=O)NC1=CC=C(C=C1)[C@@H]1CC[C@H](CC1)CC(=O)OC (Methyl [trans-4-(4-{[(benzyloxy)carbonyl]amino}phenyl)cyclohexyl]acetate). Isolated yield 68.5%. Reaction SMILES: N(C(=O)[C:4]([NH:6][C:7]1[CH:12]=[CH:11][C:10]([C@H:13]2[CH2:18][CH2:17][C@H:16]([CH2:19][C:20]([O:22][CH3:23])=[O:21])[CH2:15][CH2:14]2)=[CH:9][CH:8]=1)=[O:5])N.ClC([O:28][CH2:29][C:30]1[CH:35]=[CH:34][CH:33]=[CH:32][CH:31]=1)=O>N1C=CC=CC=1>[CH2:29]([O:28][C:4]([NH:6][C:7]1[CH:8]=[CH:9][C:10]([C@H:13]2[CH2:14][CH2:15][C@H:16]([CH2:19][C:20]([O:22][CH3:23])=[O:21])[CH2:17][CH2:18]2)=[CH:11][CH:12]=1)=[O:5])[C:30]1[CH:35]=[CH:34][CH:33]=[CH:32][CH:31]=1. Procedure: To a solution of Intermediate 43 (3.31 g, 13.40 mmol) in dry pyridine (18 mL) under an inert atmosphere at 0° C. was added benzyl chloroformate (2.30 mL, 16.08 mmol) then allowed to warm to ambient temperature and stirred for 18 hours. After concentrating in vacuo the residue was partitioned between Et2O (150 mL) and 1M aqueous HCl (20 mL). The organic phase was dried (MgSO4), filtered and evaporated to a yellow solid. Purification by chromatography through silica gave the title compound (3.50 g... Starting materials: C(C=C)NC1=C(C=CC=C1C(C)C)C(C)C (N-allyl-2,6-diisopropyl aniline), C1(=CC=CC=C1)C (toluene), [OH-].[Na+] (NaOH). Reagents/catalysts: [Cl-].[Cl-].[Zn+2] (ZnCl2). Yields the product C(C=C)C1=CC(=C(N)C(=C1)C(C)C)C(C)C (4-allyl-2,6-diisopropyl aniline). The yield is 70.9%. RXN SMILES: C([NH:4][C:5]1[C:10]([CH:11]([CH3:13])[CH3:12])=[CH:9][CH:8]=[CH:7][C:6]=1[CH:14]([CH3:16])[CH3:15])C=C.[OH-].[Na+].[C:19]1(C)[CH:24]=CC=C[CH:20]=1>[Cl-].[Cl-].[Zn+2]>[CH2:24]([C:8]1[CH:7]=[C:6]([CH:14]([CH3:15])[CH3:16])[C:5]([NH2:4])=[C:10]([CH:11]([CH3:12])[CH3:13])[CH:9]=1)[CH:19]=[CH2:20] |f:1.2,4.5.6|. Reported procedure: N-allyl-2,6-diisopropyl aniline (18.33 g, 0.084 mol) and ZnCl2 (13.6 g, 0.1 mol) were added to a 100 ml toluene solution. This solution was refluxed for 5 hr and then poured into a NaOH aqueous solution. Extraction with Et2O (3×50 ml) and distillation (79.93 Pa, 98° C.) yielded 13.0 g (70.9%) of 4-allyl-2,6-diisopropyl aniline. Nd30=1.5340, 1H-NMR (ppm,CDCl3): δ=6.85(s, 2H, Ph-Hm),5.98(m, 1H, CH═C),5.09(d, 1H, C═C—Htrans),5.03(d, 1H, C═C—Hcis),3.6(br, 2H, NH2), 3.30(d, 2H, CH2—C═C), 2.92(m, 2H, ... The reactants are ClCOC(C)=O (chloromethylacetate), C(C)(=O)OCC (ethyl acetate), C(=O)(O)C(C(=O)O)C=1C=CC2=C(CCO2)C1 (α-Carboxy(2,3-dihydro-5-benzofuranyl)acetic acid), O (water). The solvent is CCOCC (ether), [OH-].[Na+] (sodium hydroxide). Conditions: time 30 minute. Yields the product C(C)(=O)OCOC(=O)C(C(=O)O)C=1C=CC2=C(CCO2)C1 (α-[[(Acetyloxy)methoxy]carbonyl]-(2,3-dihydro-5-benzofuranyl)acetic acid). RXN SMILES: [C:1]([CH:4]([C:8]1[CH:9]=[CH:10][C:11]2[O:15][CH2:14][CH2:13][C:12]=2[CH:16]=1)[C:5]([OH:7])=[O:6])([OH:3])=[O:2].O.Cl[CH2:19][O:20][C:21](=[O:23])[CH3:22].C(OCC)(=O)C>[OH-].[Na+].CCOCC>[C:21]([O:20][CH2:19][O:6][C:5]([CH:4]([C:8]1[CH:9]=[CH:10][C:11]2[O:15][CH2:14][CH2:13][C:12]=2[CH:16]=1)[C:1]([OH:3])=[O:2])=[O:7])(=[O:23])[CH3:22] |f:4.5|. Procedure: α-Carboxy(2,3-dihydro-5-benzofuranyl)acetic acid (10 mmole) is dissolved in 50 ml of water containing 10 mmole of sodium hydroxide. This mixture is stirred for 30 minutes at room temperature and then 10 mmole of chloromethylacetate in 25 ml of ether is added. The temperature during the addition is 10° C.; after the addition is complete, the temperature is raised to 20° C. and the mixture stirred for an additional 30 minutes. The pH is adjusted to 2 and ethyl acetate is added. The organic phase i... Starting materials: C([O-])(O)=O.[Na+] (sodium bicarbonate), ClCS(=O)(=O)OCl (ClCH2SO3Cl), [N+](=O)([O-])C1=CC=C(COC([C@H]2N(CCC2)C(CNC(CCCC(=O)O)=O)=O)=O)C=C1 ([N-(4-carboxybutanoyl)glycyl]-L-prolin p-nitrobenzyl ester). The reagents and catalysts are S(=O)(=O)(O)[O-].C(CCC)[N+](CCCC)(CCCC)CCCC (tetrabutylammonium hydrogen sulfate). The solvent is O (water), C(Cl)Cl (methylene chloride). Conditions: time 140 minute. Product: [N+](=O)([O-])C1=CC=C(COC([C@H]2N(CCC2)C(CNC(CCCC(=O)OCCl)=O)=O)=O)C=C1 ([N-(4-chloromethyloxycarbonylbutanoyl)glycyl]-L-proline p-nitrobenzyl ester). Isolated yield 87.1%. Reaction SMILES: [N+:1]([C:4]1[CH:30]=[CH:29][C:7]([CH2:8][O:9][C:10](=[O:28])[C@@H:11]2[CH2:15][CH2:14][CH2:13][N:12]2[C:16](=[O:27])[CH2:17][NH:18][C:19](=[O:26])[CH2:20][CH2:21][CH2:22][C:23]([OH:25])=[O:24])=[CH:6][CH:5]=1)([O-:3])=[O:2].C(=O)(O)[O-].[Na+].[Cl:36][CH2:37]S(OCl)(=O)=O>C(Cl)Cl.O.S([O-])(O)(=O)=O.C([N+](CCCC)(CCCC)CCCC)CCC>[N+:1]([C:4]1[CH:5]=[CH:6][C:7]([CH2:8][O:9][C:10](=[O:28])[C@@H:11]2[CH2:15][CH2:14][CH2:13][N:12]2[C:16](=[O:27])[CH2:17][NH:18][C:19](=[O:26])[CH2:20][CH2:21][CH2:22][C:23]([O:25][CH2:37][Cl:36])=[O:24])=[CH:29][CH:30]=1)([O-:3])=[O:2] |f:1.2,6.7|. Reported procedure: To a solution of 3.09 g of Compound (23) obtained in the step (b) in 70 ml of methylene chloride were added 1.85 g of sodium bicarbonate in 70 ml of water, 249 mg of tetrabutylammonium hydrogen sulfate and 1.57 g of ClCH2SO3Cl, and the reaction mixture was stirred for 140 minutes at room temperature. After reaction, the organic layer was separated and washed with 4% sodium bicarbonate aqueous solution and saline, and dried over magnesium sulfate. The solvent was removed under reduced pressure to... The reactants are C(C1=CC=CC=C1)C=1OC2=C(C1)C=C(C=C2)Br (2-Benzyl-5-bromobenzofuran), C(C)(C)(C)N1CC(C1)CCl (N-t-butyl-3-chloromethylazetidine), C(C1=CC=C(C=C1)OC)(=O)Cl (p-anisoyl chloride), C(C1=CC=CC=C1)C=1OC2=C(C1C(C1=CC=C(C=C1)OC)=O)C=C(C=C2)Br (2-benzyl-5-bromo-3-(4-methoxybenzoyl)benzofuran). Product: C(C1=CC=CC=C1)C=1OC2=C(C1C(C1=CC=C(C=C1)OCC1=[N+](C=[C-]1)C(C)(C)C)=O)C=C(C=C2)Br (2-Benzyl-5-bromo-3-[4-(N-t-butyl-3-azetidiomethoxy)-benzoyl]benzofuran). As a reaction SMILES: C(C1OC2C=CC(Br)=CC=2C=1)C1C=CC=CC=1.C(Cl)(=O)C1C=CC(OC)=CC=1.[CH2:29]([C:36]1[O:37][C:38]2[CH:54]=[CH:53][C:52]([Br:55])=[CH:51][C:39]=2[C:40]=1[C:41](=[O:50])[C:42]1[CH:47]=[CH:46][C:45]([O:48][CH3:49])=[CH:44][CH:43]=1)[C:30]1[CH:35]=[CH:34][CH:33]=[CH:32][CH:31]=1.[C:56]([N:60]1[CH2:63][CH:62](CCl)[CH2:61]1)([CH3:59])([CH3:58])[CH3:57]>>[CH2:29]([C:36]1[O:37][C:38]2[CH:54]=[CH:53][C:52]([Br:55])=[CH:51][C:39]=2[C:40]=1[C:41](=[O:50])[C:42]1[CH:47]=[CH:46][C:45]([O:48][CH2:49][C:61]2[C-:62]=[CH:63][N+:60]=2[C:56]([CH3:59])([CH3:58])[CH3:57])=[CH:44][CH:43]=1)[C:30]1[CH:31]=[CH:32][CH:33]=[CH:34][CH:35]=1. Procedure: 2-Benzyl-5-bromobenzofuran is acylated with p-anisoyl chloride as described above, the resulting 2-benzyl-5-bromo-3-(4-methoxybenzoyl)benzofuran is dimethylated and the product thus formed is reacted with N-t-butyl-3-chloromethylazetidine as described in Example 3 to give the title compound. Starting materials: Cl.ClCC1=NC2=CC=CC=C2C=C1 (2-chloromethyl quinoline hydrochloride), OC=1C=C(C=O)C=CC1 (3-hydroxybenzaldehyde), C([O-])([O-])=O.[K+].[K+] (potassium carbonate), C([O-])([O-])=O.[Cs+].[Cs+] (cesium carbonate), [I-].[Na+] (sodium iodide), CC(=O)C (acetone). Yields the product N1=C(C=CC2=CC=CC=C12)COC=1C=C(C=CC1)CC(CCO)=O (3-(2-quinolinylmethoxy)phenyl-4-hydroxy-2-butanone). Reaction SMILES: Cl.Cl[CH2:3][C:4]1[CH:13]=[CH:12][C:11]2[C:6](=[CH:7][CH:8]=[CH:9][CH:10]=2)[N:5]=1.[OH:14][C:15]1[CH:16]=[C:17]([CH:20]=[CH:21][CH:22]=1)[CH:18]=O.[C:23](=[O:26])([O-])[O-].[K+].[K+].C(=O)([O-])[O-].[Cs+].[Cs+].[I-].[Na+].[CH3:37][C:38](C)=[O:39]>>[N:5]1[C:6]2[C:11](=[CH:10][CH:9]=[CH:8][CH:7]=2)[CH:12]=[CH:13][C:4]=1[CH2:3][O:14][C:15]1[CH:16]=[C:17]([CH2:18][C:23](=[O:26])[CH2:37][CH2:38][OH:39])[CH:20]=[CH:21][CH:22]=1 |f:0.1,3.4.5,6.7.8,9.10|. Reported procedure: A mixture of 2-chloromethyl quinoline hydrochloride (10 g, 47 mmol), 3-hydroxybenzaldehyde (6.3 g, 52 mmol), powdered potassium carbonate (14.5 g, 105 mmol), catalytic amounts of cesium carbonate (1.5 g) and sodium iodide (0.7 g) in dry acetone (150 ml) was refluxed for 14 hours. The solid residue was filtered off, and the filtrate was concentrated and dissolved in ethyl acetate. The organic solution was washed successively with 10% NaOH solution water and brine and then dried over MgSO4. All vo... Procedure: Triethylamine (0.46 g) was added to a stirred suspension of 3-[4-(2-aminoethyl)imidazol-1-yl]-N-[1-(4-chlorophenyl)-1-methylethyl]propylamine trihydrochloride (0.65 g) in dichloromethane (20 ml). The solution was cooled to 0° C. and benzenesulphonyl chloride (0.27 g) in dichloromethane (10 ml) was added dropwise with stirring. The mixture was stirred at 0° C. for 30 minutes and then at ambient temperature for 3 hours. The mixture was washed with water, sodium bicarbonate solution and then dried,... Yields the product ClC1=CC=C(C=C1)C(C)(C)NCCCN1C=NC(=C1)CCNS(=O)(=O)C1=CC=CC=C1 (N-[2-(1-{3-[1-(4-chlorophenyl)-1-methylethylamino]propyl)imidazol-4-yl)ethyl]benzenesulphonamide). As a reaction SMILES: Cl.Cl.Cl.[NH2:4][CH2:5][CH2:6][C:7]1[N:8]=[CH:9][N:10]([CH2:12][CH2:13][CH2:14][NH:15][C:16]([C:19]2[CH:24]=[CH:23][C:22]([Cl:25])=[CH:21][CH:20]=2)([CH3:18])[CH3:17])[CH:11]=1.[C:26]1([S:32](Cl)(=[O:34])=[O:33])[CH:31]=[CH:30][CH:29]=[CH:28][CH:27]=1.Cl.[OH-].[Na+]>ClCCl.C(N(CC)CC)C>[Cl:25][C:22]1[CH:23]=[CH:24][C:19]([C:16]([NH:15][CH2:14][CH2:13][CH2:12][N:10]2[CH:11]=[C:7]([CH2:6][CH2:5][NH:4][S:32]([C:26]3[CH:31]=[CH:30][CH:29]=[CH:28][CH:27]=3)(=[O:34])=[O:33])[N:8]=[CH:9]2)([CH3:18])[CH3:17])=[CH:20][CH:21]=1 |f:0.1.2.3,6.7|. The reactants are C1(=CC=CC=C1)S(=O)(=O)Cl (benzenesulphonyl chloride), Cl.Cl.Cl.NCCC=1N=CN(C1)CCCNC(C)(C)C1=CC=C(C=C1)Cl (3-[4-(2-aminoethyl)imidazol-1-yl]-N-[1-(4-chlorophenyl)-1-methylethyl]propylamine trihydrochloride), [OH-].[Na+] (sodium hydroxide), Cl (hydrogen chloride). Run at temperature 0 celsius, time 3 hour. Solvent: ClCCl (dichloromethane), ClCCl (dichloromethane), C(C)N(CC)CC (Triethylamine), alcohol. Reactants: C(C1=CC=CC=C1)OC=1N([C@H]2C[C@H](O)[C@@H](CO)O2)C=2N=C(NC(C2N1)=O)N (8-(benzyloxy)-2'-deoxyguanosine). Reagents/catalysts: [Pd] (palladium on carbon). The solvent is CO (methanol), O (water). The product is OC=1N([C@H]2C[C@H](O)[C@@H](CO)O2)C=2N=C(NC(C2N1)=O)N (8-hydroxydeoxyguanosine). Reaction SMILES: C([O:8][C:9]1[N:10]([C:19]2[N:20]=[C:21]([NH2:27])[NH:22][C:23](=[O:26])[C:24]=2[N:25]=1)[C@@H:11]1[O:18][C@H:15]([CH2:16][OH:17])[C@@H:13]([OH:14])[CH2:12]1)C1C=CC=CC=1>CO.O.[Pd]>[OH:8][C:9]1[N:10]([C:19]2[N:20]=[C:21]([NH2:27])[NH:22][C:23](=[O:26])[C:24]=2[N:25]=1)[C@@H:11]1[O:18][C@H:15]([CH2:16][OH:17])[C@@H:13]([OH:14])[CH2:12]1. Procedure details: The final stage of the synthesis is accomplished according to the published procedure of Lin et al. (J. Med. Chem. 28:1194-1198, 1985). A solution of 8-(benzyloxy)-2'-deoxyguanosine (0.20 g, 0.54 mmol) in a mixture of methanol (8 mL) and water (8 mL) is hydrogenated over 10% palladium on carbon (0.3 g) at 50 psi and room temperature for 18 hours. The catalyst is removed from filtration and the solvent evaporated to dryness to yield 8-hydroxydeoxyguanosine.